Dataset: the Open Reaction Database (ORD), a public repository of structured organic reaction records. Task: describe an organic reaction: reactants, conditions, products, and yield The reactants are ClC1=NC=C(C(=C1)N[C@H]1CC[C@H](CC1)C(=O)NC(C)C)[N+](=O)[O-] (cis-4-(2-chloro-5-nitropyridin-4-ylamino)-N-isopropylcyclohexanecarboxamide), CS(=O)[O-].[Na+] (sodium methanesulfinate). Solvent: CN(C)C=O (DMF). Reaction conditions: temperature 100 celsius. The product is C(C)(C)NC(=O)[C@@H]1CC[C@@H](CC1)NC1=CC(=NC=C1[N+](=O)[O-])S(=O)(=O)C (cis-N-isopropyl-4-(2-(methylsulfonyl)-5-nitropyridin-4-ylamino)cyclohexanecarboxamide). RXN SMILES: Cl[C:2]1[CH:7]=[C:6]([NH:8][C@@H:9]2[CH2:14][CH2:13][C@H:12]([C:15]([NH:17][CH:18]([CH3:20])[CH3:19])=[O:16])[CH2:11][CH2:10]2)[C:5]([N+:21]([O-:23])=[O:22])=[CH:4][N:3]=1.[CH3:24][S:25]([O-:27])=[O:26].[Na+]>CN(C=O)C>[CH:18]([NH:17][C:15]([C@H:12]1[CH2:13][CH2:14][C@@H:9]([NH:8][C:6]2[C:5]([N+:21]([O-:23])=[O:22])=[CH:4][N:3]=[C:2]([S:25]([CH3:24])(=[O:27])=[O:26])[CH:7]=2)[CH2:10][CH2:11]1)=[O:16])([CH3:20])[CH3:19] |f:1.2|. Procedure: To a solution of cis-4-(2-chloro-5-nitropyridin-4-ylamino)-N-isopropylcyclohexanecarboxamide (0.100 g, 0.293 mmol) in DMF (0.6 mL) was added sodium methanesulfinate (0.042 g, 0.352 mmol), and the reaction mixture was heated at 100° C. for 2 hours. The reaction was conducted twice and the mixtures were combined and concentrated under reduced pressure and the yellow residue purified by flash chromatography, eluting with 0-80% 9:1 DCM/MeOH:DCM to afford cis-N-isopropyl-4-(2-(methylsulfonyl)-5-nitro... Starting materials: Cc1cc(COc2ccc(S(=O)(=O)NC3CCNCC3(C)C(=O)NOC(C)(C)C)cc2)c2ccccc2n1, [BH3-]C#N, CO, CC(=O)O, CC(C)=O, [Na+]. The product is Cc1cc(COc2ccc(S(=O)(=O)NC3CCN(C(C)C)CC3(C)C(=O)NOC(C)(C)C)cc2)c2ccccc2n1. As a reaction SMILES: [C:1]([CH3:2])([CH3:3])([CH3:4])[O:5][NH:6][C:7](=[O:8])[C:9]1([CH3:38])[CH2:10][NH:11][CH2:12][CH2:13][CH:14]1[NH:15][S:16](=[O:17])(=[O:18])[c:19]1[cH:20][cH:21][c:22]([O:25][CH2:26][c:27]2[cH:28][c:29]([CH3:37])[n:30][c:31]3[cH:32][cH:33][cH:34][cH:35][c:36]23)[cH:23][cH:24]1.[C:45]([BH3-:46])#[N:47].[CH3:39][OH:40].[CH3:41][C:42](=[O:43])[OH:44].[CH3:49][C:50](=[O:51])[CH3:52].[Na+:48]>>[C:1]([CH3:2])([CH3:3])([CH3:4])[O:5][NH:6][C:7](=[O:8])[C:9]1([CH3:38])[CH2:10][N:11]([CH:42]([CH3:41])[CH3:45])[CH2:12][CH2:13][CH:14]1[NH:15][S:16](=[O:17])(=[O:18])[c:19]1[cH:20][cH:21][c:22]([O:25][CH2:26][c:27]2[cH:28][c:29]([CH3:37])[n:30][c:31]3[cH:32][cH:33][cH:34][cH:35][c:36]23)[cH:23][cH:24]1. Reactants: ClC(C(C)=O)Cl (dichloroacetone), C(O)([O-])=O.[Na+] (sodium hydrogen carbonate), NC1=NC2=C(C(=NC1)C1=NC=CC=C1)C=C(C=C2)Cl (2-amino-7-chloro-5-(2-pyridyl)-3H-1,4-benzodiazepine), ClCC(=O)CCl (1,3-dichloroacetone), C(O)([O-])=O.[Na+] (sodium hydrogen carbonate). Product: ClCC=1N=C2N(C3=C(C(=NC2)C2=NC=CC=C2)C=C(C=C3)Cl)C1 (2-chloromethyl-8-chloro-6-(2-pyridyl)-4H-imidazo[1,2-a][1,4]benzodiazepine). Isolated yield 43.6%. Reaction SMILES: [NH2:1][C:2]1[CH2:8][N:7]=[C:6]([C:9]2[CH:14]=[CH:13][CH:12]=[CH:11][N:10]=2)[C:5]2[CH:15]=[C:16]([Cl:19])[CH:17]=[CH:18][C:4]=2[N:3]=1.[Cl:20][CH2:21][C:22]([CH2:24]Cl)=O.C(=O)([O-])O.[Na+].ClC(Cl)C(=O)C>O1CCOCC1>[Cl:20][CH2:21][C:22]1[N:1]=[C:2]2[CH2:8][N:7]=[C:6]([C:9]3[CH:14]=[CH:13][CH:12]=[CH:11][N:10]=3)[C:5]3[CH:15]=[C:16]([Cl:19])[CH:17]=[CH:18][C:4]=3[N:3]2[CH:24]=1 |f:2.3|. Procedure details: A solution of 16.3 g of 2-amino-7-chloro-5-(2-pyridyl)-3H-1,4-benzodiazepine and 8.4 g of 1,3-dichloroacetone in 600 ml of dioxan was treated with 5.6 g of anhydrous sodium hydrogen carbonate and stirred at 100°0 C. for 16 h. A further 0.84 g of dichloroacetone and 0.56 g of anhydrous sodium hydrogen carbonate were added and the mixture was stirred at 100° C. for a further 8 h. The mixture was evaporated in a vacuum and the residue was partitioned between chloroform and water. The aqueous phase ... Solvent: O1CCOCC1 (dioxan). Run at time 16 hour. Reactants: sodium benzylthiolate, C(C1=CC=CC=C1)S (benzylmercaptan), C[O-].[Na+] (sodium methoxide), ClC1=C(C#N)C=CC=C1 (2-chloro-benzonitrile), [H-].[Na+] (NaH). Run in CN(C=O)C (dimethyl formamide), O (water). The product is NC=1C2=C(SC1C1=CC=CC=C1)C=CC=C2 (3-amino-2-phenyl--benzo(b)thiophene). Yield: 93.4%. Reaction SMILES: [CH2:1]([SH:8])[C:2]1[CH:7]=[CH:6][CH:5]=[CH:4][CH:3]=1.C[O-].[Na+].Cl[C:13]1[CH:20]=[CH:19][CH:18]=[CH:17][C:14]=1[C:15]#[N:16].[H-].[Na+]>CN(C)C=O.O>[NH2:16][C:15]1[C:14]2[CH:17]=[CH:18][CH:19]=[CH:20][C:13]=2[S:8][C:1]=1[C:2]1[CH:7]=[CH:6][CH:5]=[CH:4][CH:3]=1 |f:1.2,4.5|. Procedure details: from 10.5 g (84 mmol) of benzylmercaptan and the equimolar quantity of sodium methoxide the corresponding salt is prepared. A solution of sodium benzylthiolate is stirred for 1 hour at ambient temperature in 150 milliliters of absolute dimethyl formamide after the addition of 10.5 g (76 mmol) of 2-chloro-benzonitrile and 8.0 g of a disbursion of NaH at 50% (0.167 mol). The mixture is then poured into water and the product extracted with CH2Cl2. By evaporating the organic phase dried over Na2SO4 ... Starting materials: C(C)OCCOCCO (2-(2-Ethoxyethoxy) ethanol), CCOCCOCCO (carbitol solvent), O1C(=CC=C1)C(=O)O (furoic acid), CCCCCCCC(=O)O[Sn](CCCC)(CCCC)OC(=O)CCCCCCC (dibutyltin dioctoate). The solvent is C=1(C(=CC=CC1)C)C (xylene). The product is O1C(=CC=C1)C(=O)OCCOCCOCC (2-(2-Ethoxyethoxy)Ethyl Furoate). RXN SMILES: [CH2:1]([O:3][CH2:4][CH2:5][O:6][CH2:7][CH2:8]O)[CH3:2].[O:10]1[CH:14]=[CH:13][CH:12]=[C:11]1[C:15]([OH:17])=[O:16].CCCCCCCC(O[Sn](OC(CCCCCCC)=O)(CCCC)CCCC)=O>C1(C)C(C)=CC=CC=1>[O:10]1[CH:14]=[CH:13][CH:12]=[C:11]1[C:15]([O:17][CH2:2][CH2:1][O:3][CH2:4][CH2:5][O:6][CH2:7][CH3:8])=[O:16]. Procedure details: 2-(2-Ethoxyethoxy) ethanol, carbitol solvent, 129 g (0.96 m), 90 g (0.8 m) furoic acid and 1 g dibutyltin dioctoate were heated with xylene to remove water by azeotropic distillation to acid number 1.4. Zylene removed by distillation at a pot temperature of 200° and product distilled. Carbitol furoate was collected in fraction 2, 121°-125°, 91% carbitol furoate by gc. Yield of carbitol furoate 144 g, 79%. Starting materials: CCO, COc1ccc(N2CCN(c3c(C)c(C)c4c(c3C)C(O)(c3ccsc3)C(C)(C)O4)CC2)cc1. The product is COc1ccc(N2CCN(c3c(C)c(C)c4c(c3C)C(c3ccsc3)C(C)(C)O4)CC2)cc1. RXN SMILES: [CH3:35][CH2:36][OH:37].[OH:1][C:2]1([c:30]2[cH:31][s:32][cH:33][cH:34]2)[C:3]([CH3:28])([CH3:29])[O:4][c:5]2[c:6]1[c:7]([CH3:27])[c:8]([N:13]1[CH2:14][CH2:15][N:16]([c:19]3[cH:20][cH:21][c:22]([O:25][CH3:26])[cH:23][cH:24]3)[CH2:17][CH2:18]1)[c:9]([CH3:12])[c:10]2[CH3:11]>>[CH:2]1([c:30]2[cH:31][s:32][cH:33][cH:34]2)[C:3]([CH3:28])([CH3:29])[O:4][c:5]2[c:6]1[c:7]([CH3:27])[c:8]([N:13]1[CH2:14][CH2:15][N:16]([c:19]3[cH:20][cH:21][c:22]([O:25][CH3:26])[cH:23][cH:24]3)[CH2:17][CH2:18]1)[c:9]([CH3:12])[c:10]2[CH3:11]. Starting materials: C(C)OC=1C=C(C=CC1OC)C(CC(=O)O)N1C(C2=CC=CC=C2C1)=O (3-(3-ethoxy-4-methoxyphenyl)-3-(1-oxoisoindolinyl)propanoic acid), C(=O)(N1C=NC=C1)N1C=NC=C1 (carbonyldiimidazole), Cl.CNO (N-methyl-hydroxylamine hydrochloride). Run in O1CCCC1 (tetrahydrofuran). The product is ONC(CC(N1C(C2=CC=CC=C2C1)=O)C1=CC(=C(C=C1)OC)OCC)=O (N-Hydroxy-3-(3-ethoxy-4-methoxyphenyl)-3-(1-oxoisoindolinyl)propionamide), ON(C(CC(N1C(C2=CC=CC=C2C1)=O)C1=CC(=C(C=C1)OC)OCC)=O)C (N-hydroxy-N-methyl-3-(3-ethoxy-4-methoxyphenyl)-3-(1-oxoisoindolinyl)propionamide). Isolated yield 120.8%. As a reaction SMILES: [CH2:1]([O:3][C:4]1[CH:5]=[C:6]([CH:12]([N:17]2[CH2:25][C:24]3[C:19](=[CH:20][CH:21]=[CH:22][CH:23]=3)[C:18]2=[O:26])[CH2:13][C:14](O)=[O:15])[CH:7]=[CH:8][C:9]=1[O:10][CH3:11])[CH3:2].C(N1C=CN=C1)(N1C=CN=C1)=O.Cl.[CH3:40][NH:41][OH:42]>O1CCCC1>[OH:42][NH:41][C:14](=[O:15])[CH2:13][CH:12]([C:6]1[CH:7]=[CH:8][C:9]([O:10][CH3:11])=[C:4]([O:3][CH2:1][CH3:2])[CH:5]=1)[N:17]1[CH2:25][C:24]2[C:19](=[CH:20][CH:21]=[CH:22][CH:23]=2)[C:18]1=[O:26].[OH:42][N:41]([CH3:40])[C:14](=[O:15])[CH2:13][CH:12]([C:6]1[CH:7]=[CH:8][C:9]([O:10][CH3:11])=[C:4]([O:3][CH2:1][CH3:2])[CH:5]=1)[N:17]1[CH2:25][C:24]2[C:19](=[CH:20][CH:21]=[CH:22][CH:23]=2)[C:18]1=[O:26] |f:2.3|. Procedure details: N-Hydroxy-3-(3-ethoxy-4-methoxyphenyl)-3-(1-oxoisoindolinyl)propionamide was prepared by the procedure of Example 1 from 3-(3-ethoxy-4-methoxyphenyl)-3-(1-oxoisoindolinyl)propanoic acid (1.0 g, 2.8 mmol), carbonyldiimidazole (500 mg, 3.1 mmol) and N-methyl-hydroxylamine hydrochloride (300 mg, 3.5 mmol) in tetrahydrofuran (10 mL) to afford N-hydroxy-N-methyl-3-(3-ethoxy-4-methoxyphenyl)-3-(1-oxoisoindolinyl)propionamide as a white solid (650 mg, 61% yield): mp, 122.0–124.5° C.; 1H NMR (CDCl3) δ 1...